This data is from the Open Reaction Database (ORD), a public repository of structured organic reaction records. The task is: describe an organic reaction: reactants, conditions, products, and yield The reactants are C1(=CC=CC=C1)C1OC2=CC=C(C=C2C(C1)O)O (2-phenylchroman-4,6-diol), FC1=C(C=CC=C1)C1OC2=CC=C(C=C2C(C1)=O)O (2-(2-fluorophenyl)-6-hydroxychroman-4-one). Yields the product FC1=C(C=CC=C1)C1OC2=CC=C(C=C2C(C1)O)O (2-(2-Fluorophenyl)chroman-4,6-diol). Reaction SMILES: C1(C2CC(O)C3C(=CC=C(O)C=3)O2)C=CC=CC=1.[F:19][C:20]1[CH:25]=[CH:24][CH:23]=[CH:22][C:21]=1[CH:26]1[CH2:35][C:34](=[O:36])[C:33]2[C:28](=[CH:29][CH:30]=[C:31]([OH:37])[CH:32]=2)[O:27]1>>[F:19][C:20]1[CH:25]=[CH:24][CH:23]=[CH:22][C:21]=1[CH:26]1[CH2:35][CH:34]([OH:36])[C:33]2[C:28](=[CH:29][CH:30]=[C:31]([OH:37])[CH:32]=2)[O:27]1. Reported procedure: 2-(2-Fluorophenyl)chroman-4,6-diol was prepared as described for 2-phenylchroman-4,6-diol in Example 8(a) starting from 1.19 g of 2-(2-fluorophenyl)-6-hydroxychroman-4-one. 1H NMR (400 MHz, d6-DMSO) δ: 8.85 (s, 1H), 7.56 (m, 1H), 7.40 (m, 1H), 7.28-7.21 (m, 2H), 6.89 (d, 1H, J 2.9 Hz), 6.60 (d, 1H, J 8.7 Hz), 6.54 (dd, 1H, J 8.7, 2.8 Hz), 5.46 (d, 1H, J 6.9 Hz), 5.35 (d, 1H, J 10.6 Hz), 4.89 (m, 1H), 2.26 (m, 1H), 1.98 (m, 1H). The reactants are C(C)(C)(C)[Li] (t-butyllithium), COC1=C(C=C(C=C1)C1=CC=CC=C1)C=O (4-methoxy[1,1′-biphenyl]-3-carbaldehyde), [Cl-].[NH4+] (ammonium chloride), BrC=1N=CNC1 (4-Bromo-1H-imidazole). Run in CCCCC (pentane), C1CCOC1 (THF), C1CCOC1 (THF). Conditions: temperature -78 celsius, time 1.5 hour. The product is N1C=NC(=C1)C(O)C=1C=C(C=CC1OC)C1=CC=CC=C1 (1H-imidazol-4-yl(4-methoxy[1,1′-biphenyl]-3-yl)methanol). Isolated yield 34.3%. As a reaction SMILES: Br[C:2]1[N:3]=[CH:4][NH:5][CH:6]=1.C([Li])(C)(C)C.[CH3:12][O:13][C:14]1[CH:19]=[CH:18][C:17]([C:20]2[CH:25]=[CH:24][CH:23]=[CH:22][CH:21]=2)=[CH:16][C:15]=1[CH:26]=[O:27].[Cl-].[NH4+]>C1COCC1.CCCCC>[NH:5]1[CH:6]=[C:2]([CH:26]([C:15]2[CH:16]=[C:17]([C:20]3[CH:25]=[CH:24][CH:23]=[CH:22][CH:21]=3)[CH:18]=[CH:19][C:14]=2[O:13][CH3:12])[OH:27])[N:3]=[CH:4]1 |f:3.4|. Procedure: 4-Bromo-1H-imidazole (5.20 g) was dissolved in THF (50 ml) and the mixture was cooled to −78° C. A solution (1.7 M; 50 ml) of t-butyllithium in pentane was added. The mixture was stirred at 0° C. for 1.5 h and cooled to −78° C. again. A solution (30 ml) of 4-methoxy[1,1′-biphenyl]-3-carbaldehyde (2.54 g) in THF was added, and the mixture was heated from −78° C. to room temperature and further stirred at room temperature for 24 h. Aqueous ammonium chloride solution was added, and the mixture was ... Reactants: Cl.NO (hydroxylamine hydrochloride), C([O-])(O)=O.[Na+] (sodium bicarbonate), S1C(=CC=C1)C(C(=O)O)=O (thien-2-yl-glyoxylic acid), C([O-])(O)=O.[Na+] (sodium bicarbonate). Run in O (water), O (water). Yields the product ON=C(C(=O)O)C=1SC=CC1 (2-Hydroxyimino(thien-2-yl)acetic acid). Yield: 48.2%. Reaction SMILES: Cl.[NH2:2][OH:3].C(=O)(O)[O-].[Na+].[S:9]1[CH:13]=[CH:12][CH:11]=[C:10]1[C:14](=O)[C:15]([OH:17])=[O:16]>O>[OH:3][N:2]=[C:14]([C:10]1[S:9][CH:13]=[CH:12][CH:11]=1)[C:15]([OH:17])=[O:16] |f:0.1,2.3|. Procedure: A cooled solution of hydroxylamine hydrochloride (0.884 g) and sodium bicarbonate (1.08 g) in water (20 ml.) was added to a cooled (0°) solution of thien-2-yl-glyoxylic acid (2.0 g) and sodium bicarbonate (1.08 g) in water (20 ml.). After two days at 20° the solution was extracted with ether, cooled and acidified with concentrated hydrochloric acid. The resulting white solid was filtered off (0.564 g) and the filtrate was then thoroughly extracted with ether. The combined extracts were washed wi... The reactants are CCOC(=O)c1cn(-c2cccc(Br)c2)cn1, CO, [Na+], [OH-]. The product is O=C(O)c1cn(-c2cccc(Br)c2)cn1. RXN SMILES: [CH2:1]([CH3:2])[O:3][C:4](=[O:5])[c:6]1[n:7][cH:8][n:9](-[c:11]2[cH:12][c:13]([Br:17])[cH:14][cH:15][cH:16]2)[cH:10]1.[CH3:20][OH:21].[Na+:19].[OH-:18]>>[O:3]=[C:4]([OH:5])[c:6]1[n:7][cH:8][n:9](-[c:11]2[cH:12][c:13]([Br:17])[cH:14][cH:15][cH:16]2)[cH:10]1. Reactants: C1CCOC1, C(=NC1CCCCC1)=NC1CCCCC1, COC1(N)CNC1=O, On1nnc2ccccc21, O=C(O)Cc1ccccc1. Yields the product COC1(NC(=O)Cc2ccccc2)CNC1=O. Reaction SMILES: [CH2:44]1[O:45][CH2:46][CH2:47][CH2:48]1.[CH:29]1([N:30]=[C:31]=[N:32][CH:33]2[CH2:34][CH2:35][CH2:36][CH2:37][CH2:38]2)[CH2:39][CH2:40][CH2:41][CH2:42][CH2:43]1.[NH2:1][C:2]1([O:7][CH3:8])[C:3](=[O:6])[NH:4][CH2:5]1.[OH:19][n:20]1[c:21]2[cH:22][cH:23][cH:24][cH:25][c:26]2[n:27][n:28]1.[OH:9][C:10](=[O:11])[CH2:12][c:13]1[cH:14][cH:15][cH:16][cH:17][cH:18]1>>[NH:1]([C:2]1([O:7][CH3:8])[C:3](=[O:6])[NH:4][CH2:5]1)[C:10](=[O:9])[CH2:12][c:13]1[cH:14][cH:15][cH:16][cH:17][cH:18]1.